describe an organic reaction: reactants, conditions, products, and yield From a dataset of the Open Reaction Database (ORD), a public repository of structured organic reaction records. Reactants: C(C=C)SC1CC(N1C(C(=S)OCC1=CC=C(C=C1)[N+](=O)[O-])=C(C(C(C)(C)C)=O)OC1=CC=C(C=C1)OC)=O (4-nitrobenzyl 2-(4-allylthioazetidin-2-on-1-yl)-3-(4-methoxyphenoxy)-3-trimethylacetylthio-propenate), ClC=1C=C(C(=O)OO)C=CC1 (m-chloroperoxybenzoic acid). Isolated yield 62.0%. RXN SMILES: [CH2:1]([S:4][CH:5]1[N:8]([C:9](=[C:23]([O:30][C:31]2[CH:36]=[CH:35][C:34]([O:37][CH3:38])=[CH:33][CH:32]=2)[C:24](=[O:29])[C:25]([CH3:28])([CH3:27])[CH3:26])[C:10]([O:12][CH2:13][C:14]2[CH:19]=[CH:18][C:17]([N+:20]([O-:22])=[O:21])=[CH:16][CH:15]=2)=[S:11])[C:7](=[O:39])[CH2:6]1)[CH:2]=[CH2:3].ClC1C=C(C=CC=1)C(OO)=[O:45]>C(OCC)(=O)C>[CH2:1]([S:4]([CH:5]1[N:8]([C:9](=[C:23]([O:30][C:31]2[CH:32]=[CH:33][C:34]([O:37][CH3:38])=[CH:35][CH:36]=2)[C:24](=[O:29])[C:25]([CH3:28])([CH3:27])[CH3:26])[C:10]([O:12][CH2:13][C:14]2[CH:15]=[CH:16][C:17]([N+:20]([O-:22])=[O:21])=[CH:18][CH:19]=2)=[S:11])[C:7](=[O:39])[CH2:6]1)=[O:45])[CH:2]=[CH2:3]. Solvent: C(C)(=O)OCC (ethyl acetate), C(C)(=O)OCC (ethyl acetate). The product is C(C=C)S(=O)C1CC(N1C(C(=S)OCC1=CC=C(C=C1)[N+](=O)[O-])=C(C(C(C)(C)C)=O)OC1=CC=C(C=C1)OC)=O (4-Nitrobenzyl 2-(4-allylsulphinylazetidin-2-on-1-yl)-3-(4-methoxyphenoxy)-3-trimethylacetylthio-propenate). Procedure: To a solution of 0.35 g of 4-nitrobenzyl 2-(4-allylthioazetidin-2-on-1-yl)-3-(4-methoxyphenoxy)-3-trimethylacetylthio-propenate in ethyl acetate at -78° C. was added a solution of 0.128 g of 80% m-chloroperoxybenzoic acid in ethyl acetate over 10 minutes. The reaction mixture was washed with saturated sodium bicarbonate solution, was dried over MgSO4 and evaporated in vacuo to dryness. Chromatography over silica gel and elution with ethyl acetate-hexane mixtures afforded 0.223 g of the title com... The reactants are [N+](=O)([O-])C=1C=C(C(=CC1)SC1=CC=CC=C1)CC(=O)O (3-nitro-6-(phenylthio)-phenylacetic acid), polyphosphoric acid. The solvent is O (water). Product: [N+](=O)([O-])C1=CC2=C(SC3=C(C(C2)=O)C=CC=C3)C=C1 (10,11 -dihydro- 2-nitro-dibenzo[b,f]thiepin-10-one). As a reaction SMILES: [N+:1]([C:4]1[CH:5]=[C:6]([CH2:17][C:18]([OH:20])=O)[C:7]([S:10][C:11]2[CH:16]=[CH:15][CH:14]=[CH:13][CH:12]=2)=[CH:8][CH:9]=1)([O-:3])=[O:2]>O>[N+:1]([C:4]1[CH:9]=[CH:8][C:7]2[S:10][C:11]3[CH:12]=[CH:13][CH:14]=[CH:15][C:16]=3[C:18](=[O:20])[CH2:17][C:6]=2[CH:5]=1)([O-:3])=[O:2]. Procedure details: 78.4 g of 3-nitro-6-(phenylthio)-phenylacetic acid and 400 g of polyphosphoric acid are held at 105° - 110° C for 90 minutes with stirring. The mixture is subsequently diluted with ice and water and extracted with benzene. The organic phase is washed successively with water and aqueous sodium bicarbonate solution, dried over magnesium sulphate and evaporated under reduced pressure. There is obtained 10,11 -dihydro- 2-nitro-dibenzo[b,f]thiepin-10-one of melting point 171° - 172° C. Starting materials: CC(C)(C)OC(=O)NCCC=O, CC(=O)O[BH-](OC(C)=O)OC(C)=O, O=C([O-])O, CCOC(=O)c1cnc(C(NC(=O)OC(C)(C)C)C(C)C)n(Cc2ccccc2)c1=O, C1COCCO1, ClCCl, Cl, [Na+], [Na+]. Yields the product CCOC(=O)c1cnc(C(NCCCNC(=O)OC(C)(C)C)C(C)C)n(Cc2ccccc2)c1=O. RXN SMILES: [C:39]([CH3:40])([CH3:41])([CH3:42])[O:43][C:44]([NH:45][CH2:46][CH2:47][CH:48]=[O:49])=[O:50].[C:51]([O:52][BH-:53]([O:54][C:55](=[O:56])[CH3:57])[O:58][C:59](=[O:60])[CH3:61])(=[O:62])[CH3:63].[C:65](=[O:66])([OH:67])[O-:68].[CH2:1]([CH3:2])[O:3][C:4](=[O:5])[c:6]1[cH:7][n:8][c:9]([CH:20]([CH:21]([CH3:22])[CH3:23])[NH:24][C:25]([O:26][C:27]([CH3:28])([CH3:29])[CH3:30])=[O:31])[n:10]([CH2:13][c:14]2[cH:15][cH:16][cH:17][cH:18][cH:19]2)[c:11]1=[O:12].[CH2:33]1[O:34][CH2:35][CH2:36][O:37][CH2:38]1.[Cl:70][CH2:71][Cl:72].[ClH:32].[Na+:64].[Na+:69]>>[CH2:1]([CH3:2])[O:3][C:4](=[O:5])[c:6]1[cH:7][n:8][c:9]([CH:20]([CH:21]([CH3:22])[CH3:23])[NH:24][CH2:48][CH2:47][CH2:46][NH:45][C:44]([O:43][C:39]([CH3:40])([CH3:41])[CH3:42])=[O:50])[n:10]([CH2:13][c:14]2[cH:15][cH:16][cH:17][cH:18][cH:19]2)[c:11]1=[O:12].